From a dataset of the Open Reaction Database (ORD), a public repository of structured organic reaction records. describe an organic reaction: reactants, conditions, products, and yield Reactants: COC(C(=O)C1=C2CCC(CN2C=2C=C(N=CC12)Cl)N(C)S(=O)(=O)C1=CC=C(C=C1)F)=O ((±)-{3-chloro-6-[(4-fluoro-benzenesulfonyl)-methyl-amino]-5,6,7,8-tetrahydro-2,4b-diaza-fluoren-9-yl}-oxo-acetic acid methyl ester), C(=O)(C(F)(F)F)O (TFA), [SiH](CC)(CC)CC (Et3SiH). The solvent is C(Cl)Cl (CH2Cl2). Run at time 8 hour. The product is COC(CC1=C2CCC(CN2C=2C=C(N=CC12)Cl)N(C)S(=O)(=O)C1=CC=C(C=C1)F)=O ((±)-{3-chloro-6-[(4-fluoro-benzenesulfonyl)-methyl-amino]-5,6,7,8-tetrahydro-2,4b-diaza-fluoren-9-yl}-acetic acid methyl ester). Isolated yield 85.8%. Reaction SMILES: [CH3:1][O:2][C:3](=[O:32])[C:4]([C:6]1[C:18]2[CH:17]=[N:16][C:15]([Cl:19])=[CH:14][C:13]=2[N:12]2[C:7]=1[CH2:8][CH2:9][CH:10]([N:20]([S:22]([C:25]1[CH:30]=[CH:29][C:28]([F:31])=[CH:27][CH:26]=1)(=[O:24])=[O:23])[CH3:21])[CH2:11]2)=O.C(O)(C(F)(F)F)=O.[SiH](CC)(CC)CC>C(Cl)Cl>[CH3:1][O:2][C:3](=[O:32])[CH2:4][C:6]1[C:18]2[CH:17]=[N:16][C:15]([Cl:19])=[CH:14][C:13]=2[N:12]2[C:7]=1[CH2:8][CH2:9][CH:10]([N:20]([S:22]([C:25]1[CH:26]=[CH:27][C:28]([F:31])=[CH:29][CH:30]=1)(=[O:24])=[O:23])[CH3:21])[CH2:11]2. Procedure: To a solution of (±)-{3-chloro-6-[(4-fluoro-benzenesulfonyl)-methyl-amino]-5,6,7,8-tetrahydro-2,4b-diaza-fluoren-9-yl}-oxo-acetic acid methyl ester (0.006 g) in 0.2 mL of CH2Cl2 were added 0.2 mL of TFA and 0.2 mL of Et3SiH. The reaction mixture was stirred overnight at r.t. and concentrated under vacuum. The residue was purified by silica gel chromatography eluted with 50% EtOAc/hexane to give 0.005 g desired product as a white solid. MS (ESI): 466.1. (M+1). Starting materials: CC(C(O)CCC(=O)OC(C)(C)C)N(Cc1ccccc1)Cc1ccccc1, CC(=O)O, Cc1ccccc1, CS(=O)(=O)O, [Na+], O=C([O-])O. Yields the product CC(C1CCC(=O)O1)N(Cc1ccccc1)Cc1ccccc1. As a reaction SMILES: [C:10]([CH3:12])([CH3:13])([O:14][C:15](=[O:11])[CH2:16][CH2:17][CH:18]([CH:19]([CH3:20])[N:21]([CH2:22][c:23]1[cH:24][cH:25][cH:26][cH:27][cH:28]1)[CH2:29][c:30]1[cH:31][cH:32][cH:33][cH:34][cH:35]1)[OH:36])[CH3:37].[CH3:1][C:2](=[O:3])[OH:4].[CH3:43][c:44]1[cH:45][cH:46][cH:47][cH:48][cH:49]1.[CH3:5][S:6](=[O:7])(=[O:8])[OH:9].[Na+:42].[O-:38][C:39]([OH:40])=[O:41]>>[O:14]=[C:15]1[CH2:16][CH2:17][CH:18]([CH:19]([CH3:20])[N:21]([CH2:22][c:23]2[cH:24][cH:25][cH:26][cH:27][cH:28]2)[CH2:29][c:30]2[cH:31][cH:32][cH:33][cH:34][cH:35]2)[O:36]1. Reactants: C1CCOC1, CO, COC(=O)c1c(Cl)c(F)c(=O)n2c1CCCC2, Cl, [Na+], [OH-]. Yields the product O=C(O)c1c(Cl)c(F)c(=O)n2c1CCCC2. Reaction SMILES: [CH2:21]1[O:22][CH2:23][CH2:24][CH2:25]1.[CH3:26][OH:27].[Cl:1][c:2]1[c:3]([F:17])[c:4](=[O:16])[n:5]2[c:10]([c:11]1[C:12](=[O:13])[O:14][CH3:15])[CH2:9][CH2:8][CH2:7][CH2:6]2.[ClH:20].[Na+:19].[OH-:18]>>[Cl:1][c:2]1[c:3]([F:17])[c:4](=[O:16])[n:5]2[c:10]([c:11]1[C:12](=[O:13])[OH:14])[CH2:9][CH2:8][CH2:7][CH2:6]2. Reactants: CCOCC (ether), C(C)(C)(C)C1=NC2=C(N1CC1CCC(CC1)(F)F)C=CC(=C2)NC(OC)=O (Methyl {2-tert-butyl-1-[(4,4-difluorocyclohexyl)methyl]-1H-benzimidazol-5-yl}carbamate), [H-].[H-].[H-].[H-].[Li+].[Al+3] (LiAlH4). Solvent: C1CCOC1 (THF). Run at temperature 0 celsius, time 15 minute. Product: C(C)(C)(C)C1=NC2=C(N1CC1CCC(CC1)(F)F)C=CC(=C2)NC (2-tert-Butyl-1-[(4,4-difluorocyclohexyl)methyl]-N-methyl-1H-benzimidazol-5-amine). As a reaction SMILES: [C:1]([C:5]1[N:9]([CH2:10][CH:11]2[CH2:16][CH2:15][C:14]([F:18])([F:17])[CH2:13][CH2:12]2)[C:8]2[CH:19]=[CH:20][C:21]([NH:23][C:24](=O)OC)=[CH:22][C:7]=2[N:6]=1)([CH3:4])([CH3:3])[CH3:2].CCOCC.[H-].[H-].[H-].[H-].[Li+].[Al+3]>C1COCC1>[C:1]([C:5]1[N:9]([CH2:10][CH:11]2[CH2:16][CH2:15][C:14]([F:17])([F:18])[CH2:13][CH2:12]2)[C:8]2[CH:19]=[CH:20][C:21]([NH:23][CH3:24])=[CH:22][C:7]=2[N:6]=1)([CH3:4])([CH3:2])[CH3:3] |f:2.3.4.5.6.7|. Procedure: Methyl {2-tert-butyl-1-[(4,4-difluorocyclohexyl)methyl]-1H-benzimidazol-5-yl}carbamate (115 mg, 0.303 mmol) was dissolved in 10 mL of THF at 0° C. 1M Ha/ether (0.425 mL, 0.424 mmol) was added and the solution was stirred at 0° C. for 15 min. LiAlH4 (57 mg, 1.52 mmol) was added slowly and the solution was stirred at rt overnight. The reaction was quenched at 0° C. by the addition of MeOH (1 mL) and water (2 mL). Anhydrous Na2SO4 (5.0 g) was added and the solution was stirred at rt for 30 min. The... Starting materials: CC(=O)Cl, CCOC(C)=O, Cl, Cl, NNc1ccc(Oc2cccc(C(F)(F)F)c2)c(F)c1, O, c1ccncc1. Yields the product CC(=O)NNc1ccc(Oc2cccc(C(F)(F)F)c2)c(F)c1. RXN SMILES: [CH3:28][C:29]([Cl:30])=[O:31].[CH3:33][CH2:34][O:35][C:36](=[O:37])[CH3:38].[ClH:1].[ClH:32].[F:2][c:3]1[cH:4][c:5]([NH:20][NH2:21])[cH:6][cH:7][c:8]1[O:9][c:10]1[cH:11][c:12]([C:16]([F:17])([F:18])[F:19])[cH:13][cH:14][cH:15]1.[OH2:39].[cH:22]1[cH:23][cH:24][n:25][cH:26][cH:27]1>>[F:2][c:3]1[cH:4][c:5]([NH:20][NH:21][C:29]([CH3:28])=[O:31])[cH:6][cH:7][c:8]1[O:9][c:10]1[cH:11][c:12]([C:16]([F:17])([F:18])[F:19])[cH:13][cH:14][cH:15]1. Starting materials: [BH4-], O=C(CCCCC1(C(=O)O)CCC1)CCCCC1(C(=O)O)CCC1, Cl, [Na+], [Na+], [OH-]. Product: O=C(O)C1(CCCCC(O)CCCCC2(C(=O)O)CCC2)CCC1. As a reaction SMILES: [BH4-:25].[C:1](=[O:2])([OH:3])[C:4]1([CH2:8][CH2:9][CH2:10][CH2:11][C:12]([CH2:13][CH2:14][CH2:15][CH2:16][C:17]2([C:21](=[O:22])[OH:23])[CH2:18][CH2:19][CH2:20]2)=[O:24])[CH2:5][CH2:6][CH2:7]1.[ClH:27].[Na+:26].[Na+:29].[OH-:28]>>[C:1](=[O:2])([OH:3])[C:4]1([CH2:8][CH2:9][CH2:10][CH2:11][CH:12]([CH2:13][CH2:14][CH2:15][CH2:16][C:17]2([C:21](=[O:22])[OH:23])[CH2:18][CH2:19][CH2:20]2)[OH:24])[CH2:5][CH2:6][CH2:7]1. Reactants: CC(C)(C)OC(=O)N1CCCC1C(=O)O, ClCCCl, COc1ccc(NC(Cc2ccc(Cl)cc2CN)C(F)F)cc1, CN(C)C=O. Product: COc1ccc(NC(Cc2ccc(Cl)cc2CNC(=O)C2CCCN2C(=O)OC(C)(C)C)C(F)F)cc1. RXN SMILES: [C:28](=[O:29])([O:30][C:31]([CH3:32])([CH3:33])[CH3:34])[N:35]1[CH:36]([C:37](=[O:38])[OH:39])[CH2:40][CH2:41][CH2:42]1.[CH2:1]([Cl:2])[CH2:3][Cl:4].[NH2:5][CH2:6][c:7]1[c:8]([CH2:9][CH:10]([CH:11]([F:12])[F:13])[NH:14][c:15]2[cH:16][cH:17][c:18]([O:21][CH3:22])[cH:19][cH:20]2)[cH:23][cH:24][c:25]([Cl:27])[cH:26]1.[O:43]=[CH:44][N:45]([CH3:46])[CH3:47]>>[NH:5]([CH2:6][c:7]1[c:8]([CH2:9][CH:10]([CH:11]([F:12])[F:13])[NH:14][c:15]2[cH:16][cH:17][c:18]([O:21][CH3:22])[cH:19][cH:20]2)[cH:23][cH:24][c:25]([Cl:27])[cH:26]1)[C:37]([CH:36]1[N:35]([C:28](=[O:29])[O:30][C:31]([CH3:32])([CH3:33])[CH3:34])[CH2:42][CH2:41][CH2:40]1)=[O:38].